Dataset: the Open Reaction Database (ORD), a public repository of structured organic reaction records. Task: describe an organic reaction: reactants, conditions, products, and yield Reactants: COS(=O)(=O)[O-].C(C)(C)[N+]1=C(CCC1)N(C)C (1-isopropyl-2-dimethylamino-1-pyrrolinium methyl sulfate), CC(=O)C1=CC(=CC=C1)OC (3-methoxyacetophenone), [Na] (sodium). Solvent: C(C)O (ethanol). Reaction conditions: time 4 hour. The product is C(C)(C)N1C(CCC1)=CC(=O)C1=CC(=CC=C1)OC (2-(1-isopropyl-2-pyrrolidinylidene)-1-(3-methoxyphenyl)ethanone). Reaction SMILES: [Na].COS([O-])(=O)=O.[CH:8]([N+:11]1[CH2:15][CH2:14][CH2:13][C:12]=1N(C)C)([CH3:10])[CH3:9].[CH3:19][C:20]([C:22]1[CH:27]=[CH:26][CH:25]=[C:24]([O:28][CH3:29])[CH:23]=1)=[O:21]>C(O)C>[CH:8]([N:11]1[CH2:15][CH2:14][CH2:13][C:12]1=[CH:19][C:20]([C:22]1[CH:27]=[CH:26][CH:25]=[C:24]([O:28][CH3:29])[CH:23]=1)=[O:21])([CH3:10])[CH3:9] |f:1.2,^1:0|. Procedure: A solution of 7.6 g of sodium in 100 ml of ethanol is added dropwise(*) at 90° within 2 hours to a mixture of 88 g of 1-isopropyl-2-dimethylamino-1-pyrrolinium methyl sulfate and 42 g of 3-methoxyacetophenone. Stirring is continued for a further 4 hours at this temperature; the solvent is distilled off in a vacuum; and the residue is distributed in 250 ml of dichloromethane and 250 ml of water. The organic phase is collected, dried over sodium sulfate and concentrated. The oil remaining behind i... Reaction conditions: time 18 hour. The solvent is C(C)O (ethanol). Product: Cl.COC=1C=CC=C2CC[C@@H]([C@@H](C12)CO)NCCC (Cis-(+-)-1,2,3,4-tetrahydro-8-methoxy-2-propylamino-1-naphthalenemethanol hydrochloride). Reagents/catalysts: [Pd] (Palladium on carbon). Procedure: The mixture of 0.99 g (4.0 mmol) of cis-(+-)-1,2,3,4-tetrahydro-8-methoxy-2-(2-propenylamino)-1-naphthalenemethanol hydrochloride, 0.5 g 10% Palladium on carbon, and 80 mL of 95% ethanol was shaken in a Parr shaker apparatus under 50 p.s.i. of hydrogen atmosphere. After 18 hours, the mixture was filtered through a Celite pad, concentrated in vacuo. The resulting oil was treated with excess HCl/MeOH and recrystallized from ethyl acetate/methanol to give pure title compound as a white solid: m.p. ... Reactants: Cl.COC=1C=CC=C2CC[C@@H]([C@@H](C12)CO)NCC=C (cis-(+-)-1,2,3,4-tetrahydro-8-methoxy-2-(2-propenylamino)-1-naphthalenemethanol hydrochloride), [H][H] (hydrogen). RXN SMILES: [ClH:1].[CH3:2][O:3][C:4]1[CH:5]=[CH:6][CH:7]=[C:8]2[C:13]=1[C@@H:12]([CH2:14][OH:15])[C@@H:11]([NH:16][CH2:17][CH:18]=[CH2:19])[CH2:10][CH2:9]2.[H][H]>[Pd].C(O)C>[ClH:1].[CH3:2][O:3][C:4]1[CH:5]=[CH:6][CH:7]=[C:8]2[C:13]=1[C@@H:12]([CH2:14][OH:15])[C@@H:11]([NH:16][CH2:17][CH2:18][CH3:19])[CH2:10][CH2:9]2 |f:0.1,5.6|. The reactants are ClC1=C(C(=O)NS(=O)(=O)C2=CC=CC=C2)C=CC=C1 (N-2-chlorobenzoyl benzenesulfonamide), C1(=CC=CC=C1)S(=O)(=O)N (benzenesulfonamide), ClC1=C(C(=O)Cl)C=CC=C1 (2-chlorobenzoyl chloride), [H-].[Na+] (sodium hydride), C(C=C)Br (allyl bromide). The solvent is O1CCCC1 (tetrahydrofuran). Conditions: time 30 minute. The product is C(C=C)N(S(=O)(=O)C1=CC=CC=C1)C(C1=C(C=CC=C1)Cl)=O (N-Allyl-N-(2-chlorobenzoyl)benzenesulfonamide). The yield is 35.0%. As a reaction SMILES: [Cl:1][C:2]1[CH:19]=[CH:18][CH:17]=[CH:16][C:3]=1[C:4]([NH:6][S:7]([C:10]1[CH:15]=[CH:14][CH:13]=[CH:12][CH:11]=1)(=[O:9])=[O:8])=[O:5].[C:20]1(S(N)(=O)=O)[CH:25]=CC=C[CH:21]=1.ClC1C=CC=CC=1C(Cl)=O.[H-].[Na+].C(Br)C=C>O1CCCC1>[CH2:25]([N:6]([C:4](=[O:5])[C:3]1[CH:16]=[CH:17][CH:18]=[CH:19][C:2]=1[Cl:1])[S:7]([C:10]1[CH:15]=[CH:14][CH:13]=[CH:12][CH:11]=1)(=[O:9])=[O:8])[CH:20]=[CH2:21] |f:3.4|. Procedure: 3.0 g (0.01 mole) of N-2-chlorobenzoyl benzenesulfonamide prepared from benzenesulfonamide and 2-chlorobenzoyl chloride was added to 0.58 g (0.012 mole) of 50% sodium hydride in 15 ml of dry tetrahydrofuran. After stirring for 30 minutes at room temperature, 1.48 g (0.012 mole) of allyl bromide was added. Then the mixture was reacted for 2 hours under the same conditions. The tetrahydrofuran was distilled off under reduced pressure, and cold water was added. The resulting oil layer was extracted... The reactants are B, CC(C)O, Cl, [H-], [K+], [Na], O=C1CCC(=O)N1, [OH-]. The product is CC(C)OC1CCC(=O)N1. As a reaction SMILES: [B:9].[CH:14]([CH3:15])([CH3:16])[OH:17].[ClH:11].[H-:8].[K+:13].[Na:10].[O:1]=[C:2]1[CH2:3][CH2:4][C:5](=[O:6])[NH:7]1.[OH-:12]>>[O:1]=[C:2]1[CH2:3][CH2:4][CH:5]([O:6][CH:14]([CH3:15])[CH3:16])[NH:7]1.